From a dataset of the Open Reaction Database (ORD), a public repository of structured organic reaction records. describe an organic reaction: reactants, conditions, products, and yield Starting materials: B (borane), IC1=CC=C(C=C1)CC#N (4-Iodophenylacetonitrile), Cl (HCl), O1CCOCC1 (dioxane). The solvent is O1CCCC1 (tetrahydrofuran), CCOCC (ether), O1CCCC1 (tetrahydrofuran). Product: IC1=CC=C(CCN)C=C1 (4-iodophenethylamine). Isolated yield 92.9%. RXN SMILES: [I:1][C:2]1[CH:7]=[CH:6][C:5]([CH2:8][C:9]#[N:10])=[CH:4][CH:3]=1.B.Cl.O1CCOCC1>O1CCCC1.CCOCC>[I:1][C:2]1[CH:7]=[CH:6][C:5]([CH2:8][CH2:9][NH2:10])=[CH:4][CH:3]=1. Procedure: 4-Iodophenylacetonitrile (4.80 g, 19.7 mmol) was dissolved in tetrahydrofuran (25 mL) under nitrogen, and 1.0 M borane in tetrahydrofuran (29.6 mL, 29.6 mmol) was added via syringe. The reaction was heated at reflux for 1 hour, then cooled in ice and the excess borane was quenched by the addition of methanol (100 mL). When hydrogen evolution ceased, the solvents were removed under reduced pressure. The residue was dissolved in tetrahydrofuran (25 mL) and 4N HCl in dioxane (6.0 mL, 24 mmol) was a...